Task: describe an organic reaction: reactants, conditions, products, and yield. Dataset: the Open Reaction Database (ORD), a public repository of structured organic reaction records Starting materials: C(C)(=O)O[BH-](OC(C)=O)OC(C)=O.[Na+] (Sodium triacetoxyborohydride), C1(=CC=CC=C1)C([C@@H]1N2CCC([C@@H]1N)CC2)C2=CC=CC=C2 ((2S,3S)-2-diphenylmethyl-1-azabicyclo[2.2.2]octane-3-amine), COC(C)(C)C=1C=CC(=C(C=O)C1)OC (5-(1-methoxy-1-methylethyl)-2-methoxybenzaldehyde). The solvent is C(Cl)Cl (methylene chloride), C(Cl)Cl (methylene chloride). Run at time 4 hour. The product is COC1=C(C=C(C=C1)C(C)(C)OC)CN[C@@H]1[C@@H](N2CCC1CC2)C(C2=CC=CC=C2)C2=CC=CC=C2 ((2S,3S)-N-[2-methoxy-5-(1-methoxy-1-methylethyl)phenylmethyl]-2-diphenylmethyl-1-azabicyclo[2.2.2]octan-3-amine). Yield: 43.9%. Reaction SMILES: C(O[BH-](OC(=O)C)OC(=O)C)(=O)C.[Na+].[C:15]1([CH:21]([C:31]2[CH:36]=[CH:35][CH:34]=[CH:33][CH:32]=2)[C@H:22]2[C@@H:27]([NH2:28])[CH:26]3[CH2:29][CH2:30][N:23]2[CH2:24][CH2:25]3)[CH:20]=[CH:19][CH:18]=[CH:17][CH:16]=1.[CH3:37][O:38][C:39]([C:42]1[CH:43]=[CH:44][C:45]([O:50][CH3:51])=[C:46]([CH:49]=1)[CH:47]=O)([CH3:41])[CH3:40]>C(Cl)Cl>[CH3:51][O:50][C:45]1[CH:44]=[CH:43][C:42]([C:39]([O:38][CH3:37])([CH3:40])[CH3:41])=[CH:49][C:46]=1[CH2:47][NH:28][C@H:27]1[CH:26]2[CH2:29][CH2:30][N:23]([CH2:24][CH2:25]2)[C@H:22]1[CH:21]([C:15]1[CH:16]=[CH:17][CH:18]=[CH:19][CH:20]=1)[C:31]1[CH:36]=[CH:35][CH:34]=[CH:33][CH:32]=1 |f:0.1|. Procedure: Sodium triacetoxyborohydride (152 mg, 0.707 mmol) was added to a solution of (2S,3S)-2-diphenylmethyl-1-azabicyclo[2.2.2]octane-3-amine(135 mg, 0.462 mmol) and 5-(1-methoxy-1-methylethyl)-2-methoxybenzaldehyde prepared in example 1 (92 mg, 0.442 mmol) dissolved in methylene chloride (4 ml) at room temerature, and the resulting solution was stirred for 4 h. The reaction mixture was diluted with methylene chloride, and washed with aq. sodium bicarbonate solution and brine. The extracts were dried ... Reactants: CCCP(=O)(O)O, CN(C)C1CCN(c2ccc(C(=O)NN)cc2)C1, CCN(C(C)C)C(C)C, ClCCl, O=C(O)c1ccc(Oc2ccccc2)cc1, CN(C)C=O. The product is CN(C)C1CCN(c2ccc(C(=O)NNC(=O)c3ccc(Oc4ccccc4)cc3)cc2)C1. Reaction SMILES: [CH2:35]([P:36]([OH:37])([OH:38])=[O:39])[CH2:40][CH3:41].[CH3:1][N:2]([CH:3]1[CH2:4][N:5]([c:8]2[cH:9][cH:10][c:11]([C:12](=[O:13])[NH:14][NH2:15])[cH:16][cH:17]2)[CH2:6][CH2:7]1)[CH3:18].[CH:45]([N:46]([CH2:47][CH3:48])[CH:49]([CH3:50])[CH3:51])([CH3:52])[CH3:53].[Cl:42][CH2:43][Cl:44].[O:19]([c:20]1[cH:21][cH:22][cH:23][cH:24][cH:25]1)[c:26]1[cH:27][cH:28][c:29]([C:30](=[O:31])[OH:32])[cH:33][cH:34]1.[O:54]=[CH:55][N:56]([CH3:57])[CH3:58]>>[CH3:1][N:2]([CH:3]1[CH2:4][N:5]([c:8]2[cH:9][cH:10][c:11]([C:12](=[O:13])[NH:14][NH:15][C:30]([c:29]3[cH:28][cH:27][c:26]([O:19][c:20]4[cH:21][cH:22][cH:23][cH:24][cH:25]4)[cH:34][cH:33]3)=[O:31])[cH:16][cH:17]2)[CH2:6][CH2:7]1)[CH3:18]. Reactants: COC(C(C(C1=CC=C(C=C1)C(F)(F)F)Cl)=O)=O (3-chloro-3-(4-trifluoromethyl-phenyl)-2-oxo-propionic acid methyl ester), C(C)(=S)N (thioacetamide). The product is COC(=O)C=1N=C(SC1C1=CC=C(C=C1)C(F)(F)F)C (2-Methyl-5-(4-trifluoromethyl-phenyl)-thiazole-4-carboxylic acid methyl ester). RXN SMILES: [CH3:1][O:2][C:3](=[O:18])[C:4](=O)[CH:5](Cl)[C:6]1[CH:11]=[CH:10][C:9]([C:12]([F:15])([F:14])[F:13])=[CH:8][CH:7]=1.[C:19]([NH2:22])(=[S:21])[CH3:20]>>[CH3:1][O:2][C:3]([C:4]1[N:22]=[C:19]([CH3:20])[S:21][C:5]=1[C:6]1[CH:11]=[CH:10][C:9]([C:12]([F:15])([F:14])[F:13])=[CH:8][CH:7]=1)=[O:18]. Reported procedure: prepared by reaction of 3-chloro-3-(4-trifluoromethyl-phenyl)-2-oxo-propionic acid methyl ester with thioacetamide. LC-MS: tR=0.99 min; [M+H]+=301.99. Reactants: ice, O1CCC(CC1)C=1N=CC(=NC1)N (5-(tetrahydro-2H-pyran-4-yl)pyrazin-2-amine), C1CC(=O)N(C1=O)Br (NBS). Run in C(C)(=O)OCC (ethyl acetate), CC#N (CH3CN). Conditions: temperature 0 celsius, time 1 hour. The product is BrC=1C(=NC=C(N1)C1CCOCC1)N (3-bromo-5-(tetrahydro-2H-pyran-4-yl)pyrazin-2-amine). RXN SMILES: [O:1]1[CH2:6][CH2:5][CH:4]([C:7]2[N:8]=[CH:9][C:10]([NH2:13])=[N:11][CH:12]=2)[CH2:3][CH2:2]1.C1C(=O)N([Br:21])C(=O)C1>CC#N.C(OCC)(=O)C>[Br:21][C:9]1[C:10]([NH2:13])=[N:11][CH:12]=[C:7]([CH:4]2[CH2:3][CH2:2][O:1][CH2:6][CH2:5]2)[N:8]=1. Reported procedure: To an ice cold solution of 5-(tetrahydro-2H-pyran-4-yl)pyrazin-2-amine (2.8 g, 15.6 mmol) in CH3CN (52 mL) was added NBS (2.78 g, 15.62 mmol) in two portions at 0° C. The reaction mixture was stirred at 0° C. for 1 h. The reaction mixture was diluted with ethyl acetate and was washed with saturated sodium carbonate solution, water, brine, dried and concentrated. The crude 3-bromo-5-(tetrahydro-2H-pyran-4-yl)pyrazin-2-amine (3.9 g, 97%) was used for the next step without further purification. LCM... Starting materials: CC1=C(C=C(C=C1)C)[C@H](C)NCCC1(CCC2(OCC(CO2)(C)C)CC1)O (9-{2-[(S)-1-(2,5-dimethyl-phenyl)-ethylamino]-ethyl}-3,3-dimethyl-1,5-dioxa-spiro[5.5]undecan-9-ol), ClC(Cl)(OC(OC(Cl)(Cl)Cl)=O)Cl (triphosgene), crude product, CC1=C(C=C(C=C1)C)[C@H](C)N1C(OC2(CC1)CCC1(OCC(CO1)(C)C)CC2)=O (3-[(S)-1-(2,5-dimethyl-phenyl)-ethyl]-12,12-dimethyl-1,10,14-trioxa-3-aza-dispiro[5.2.5.2]hexadecan-2-one), Intermediate 2, Intermediate 2. The product is CC1=C(C=C(C=C1)C)[C@H](C)N1C(OC2(CC1)CCC(CC2)=O)=O (3-[(S)-1-(2,5-Dimethyl-phenyl)-ethyl]-1-oxa-3-aza-spiro[5.5]undecane-2,9-dione). Reaction SMILES: CC1C=CC(C)=CC=1[C@@H](NCCC1(O)CCC2(OCC(C)(C)CO2)CC1)C.ClC(Cl)(OC(=O)OC(Cl)(Cl)Cl)Cl.[CH3:40][C:41]1[CH:46]=[CH:45][C:44]([CH3:47])=[CH:43][C:42]=1[C@@H:48]([N:50]1[CH2:55][CH2:54][C:53]2([CH2:67][CH2:66][C:58]3(OCC(C)(C)C[O:59]3)[CH2:57][CH2:56]2)[O:52][C:51]1=[O:68])[CH3:49]>>[CH3:40][C:41]1[CH:46]=[CH:45][C:44]([CH3:47])=[CH:43][C:42]=1[C@@H:48]([N:50]1[CH2:55][CH2:54][C:53]2([CH2:56][CH2:57][C:58](=[O:59])[CH2:66][CH2:67]2)[O:52][C:51]1=[O:68])[CH3:49]. Procedure: The title compound is prepared from 9-{2-[(S)-1-(2,5-dimethyl-phenyl)-ethylamino]-ethyl}-3,3-dimethyl-1,5-dioxa-spiro[5.5]undecan-9-ol and triphosgene following a procedure analogous to that described in Step 4 of Intermediate 2; the crude product, a mixture of the title compound and 3-[(S)-1-(2,5-dimethyl-phenyl)-ethyl]-12,12-dimethyl-1,10,14-trioxa-3-aza-dispiro[5.2.5.2]hexadecan-2-one, obtained after that is treated as described in Step 10 of Intermediate 2 to convert the intermediate to the ... Reactants: CC[O-], CCO, CS(=O)(=O)Nc1cc(-c2ncc(C(F)(F)F)cc2Cl)ccc1Cl, CCS(=O)(=O)N(c1cc(-c2ncc(C(F)(F)F)cc2Cl)ccc1C#N)S(=O)(=O)CC, [Na+]. Yields the product CCS(=O)(=O)Nc1cc(-c2ncc(C(F)(F)F)cc2Cl)ccc1C#N. Reaction SMILES: [CH3:55][CH2:56][O-:57].[CH3:58][CH2:59][OH:60].[Cl:1][c:2]1[c:3](-[c:4]2[cH:5][cH:6][c:7]([Cl:8])[c:9]([NH:10][S:11]([CH3:12])(=[O:13])=[O:14])[cH:15]2)[n:16][cH:17][c:18]([C:19]([F:20])([F:21])[F:22])[cH:23]1.[Cl:24][c:25]1[c:26](-[c:35]2[cH:36][c:37]([N:43]([S:44](=[O:45])(=[O:46])[CH2:47][CH3:48])[S:49]([CH2:50][CH3:51])(=[O:52])=[O:53])[c:38]([C:41]#[N:42])[cH:39][cH:40]2)[n:27][cH:28][c:29]([C:31]([F:32])([F:33])[F:34])[cH:30]1.[Na+:54]>>[Cl:24][c:25]1[c:26](-[c:35]2[cH:36][c:37]([NH:43][S:44](=[O:45])(=[O:46])[CH2:47][CH3:48])[c:38]([C:41]#[N:42])[cH:39][cH:40]2)[n:27][cH:28][c:29]([C:31]([F:32])([F:33])[F:34])[cH:30]1. The reactants are CO, COc1cccc(=O)c(OC)c1, N. Yields the product COc1cccc(=O)c(N)c1. As a reaction SMILES: [CH3:14][OH:15].[CH3:1][O:2][c:3]1[c:4](=[O:12])[cH:5][cH:6][cH:7][c:8]([O:10][CH3:11])[cH:9]1.[NH3:13]>>[c:3]1([NH2:13])[c:4](=[O:12])[cH:5][cH:6][cH:7][c:8]([O:10][CH3:11])[cH:9]1. The reactants are FC(C=1C=C(C=C(C1)C(F)(F)F)N1C(CC(C1)C(=O)O)=O)(F)F (1-(3,5-bis-trifluoromethylphenyl)-2-oxo-pyrrolidine-4-carboxylic acid), C1(=CC=C(C=C1)S(=O)(=O)O)C (p-toluenesulphonic acid), C([O-])([O-])=O.[Na+].[Na+] (sodium carbonate). Run in CO (methanol). Run at temperature 20 celsius, time 17 hour. Product: COC(=O)C1CC(N(C1)C1=CC(=CC(=C1)C(F)(F)F)C(F)(F)F)=O (1-(3,5-bis-trifluoromethylphenyl)-2-oxo-pyrrolidine-4-carboxylic acid methyl ester). The yield is 1357.3%. RXN SMILES: [F:1][C:2]([F:23])([F:22])[C:3]1[CH:4]=[C:5]([N:13]2[CH2:17][CH:16]([C:18]([OH:20])=[O:19])[CH2:15][C:14]2=[O:21])[CH:6]=[C:7]([C:9]([F:12])([F:11])[F:10])[CH:8]=1.[C:24]1(C)C=CC(S(O)(=O)=O)=CC=1.C(=O)([O-])[O-].[Na+].[Na+]>CO>[CH3:24][O:19][C:18]([CH:16]1[CH2:17][N:13]([C:5]2[CH:6]=[C:7]([C:9]([F:11])([F:10])[F:12])[CH:8]=[C:3]([C:2]([F:22])([F:1])[F:23])[CH:4]=2)[C:14](=[O:21])[CH2:15]1)=[O:20] |f:2.3.4|. Procedure: 8.8 g (0.025 mole) of the 1-(3,5-bis-trifluoromethylphenyl)-2-oxo-pyrrolidine-4-carboxylic acid produced according to Example 1 is refluxed together with 0.3 g of p-toluenesulphonic acid in 130 ml of absolute methanol, and the reaction mixture is kept at this temperature during 17 hours. It is subsequently cooled to 20° C and 0.1 g of sodium carbonate is added. Excess methanol is evaporated off. The residue is dissolved in diethyl ether, extracted three times with water, dried, and concentrated ... Reactants: BrC=1C(=C(C(=O)O)C=CC1)F (3-bromo-2-fluorobenzoic acid), O=S(Cl)Cl (SOCl2), C1(=CC=CC=C1)C (toluene). Conditions: time 2.5 hour. Product: BrC=1C(=C(C=CC1)C(CCCl)=O)F (1-(3-Bromo-2-fluorophenyl)-3-chloropropan-1-one). RXN SMILES: [Br:1][C:2]1[C:3]([F:11])=[C:4]([CH:8]=[CH:9][CH:10]=1)[C:5]([OH:7])=O.O=S(Cl)[Cl:14].[C:16]1([CH3:22])C=CC=CC=1>>[Br:1][C:2]1[C:3]([F:11])=[C:4]([C:5](=[O:7])[CH2:22][CH2:16][Cl:14])[CH:8]=[CH:9][CH:10]=1. Procedure: To a solution of 3-bromo-2-fluorobenzoic acid (15 g) in toluene (200 mL) was added SOCl2 (12.2 g) at r.t. and the suspension was heated to reflux with stirring for 2.5 h. The volatiles were removed under reduced pressure. The residue was taken up in DCM (20 mL) and added to a solution of AlCl3 (9.1 g) in dichloroethane at 10-20° C. Ethylene was bubbled through the solution for 4 hours after which the resulting mixture was stirred for 15 hours and then quenched with 4 N HCl (100 mL). The resultin... Reactants: C(CCC)NC([C@@H](C[C@@H]([C@H](C[C@H](C(C1=CC(=C(C=C1)OC)CCOCOC)OC(C(C)C)=O)C(C)C)N=[N+]=[N-])O)C(C)C)=O (5(S)-azido-4(S)-hydroxy-8(R,S)-isobutyroxy-2(S),7(S)-diisopropyl-8-[4-methoxy-3-(2-methoxymethoxyethyl)-phenyl]-octanoic acid (N-butyl)amide). The reagents and catalysts are [Pd] (Pd/C). The solvent is CO (methanol). Yields the product C(CCC)NC([C@@H](C[C@@H]([C@H](C[C@H](CC1=CC(=C(C=C1)OC)CCOCOC)C(C)C)N)O)C(C)C)=O (5(S)-Amino-4(S)-hydroxy-2(S),7(S)-diisopropyl-8-[4-methoxy-3-(2-methoxymethoxyethyl)-phenyl]-octanoic acid (N-butyl)amide). RXN SMILES: [CH2:1]([NH:5][C:6](=[O:44])[C@H:7]([CH:41]([CH3:43])[CH3:42])[CH2:8][C@H:9]([OH:40])[C@@H:10]([N:37]=[N+]=[N-])[CH2:11][C@@H:12]([CH:34]([CH3:36])[CH3:35])[CH:13](OC(=O)C(C)C)[C:14]1[CH:19]=[CH:18][C:17]([O:20][CH3:21])=[C:16]([CH2:22][CH2:23][O:24][CH2:25][O:26][CH3:27])[CH:15]=1)[CH2:2][CH2:3][CH3:4]>CO.[Pd]>[CH2:1]([NH:5][C:6](=[O:44])[C@H:7]([CH:41]([CH3:43])[CH3:42])[CH2:8][C@H:9]([OH:40])[C@@H:10]([NH2:37])[CH2:11][C@@H:12]([CH:34]([CH3:35])[CH3:36])[CH2:13][C:14]1[CH:19]=[CH:18][C:17]([O:20][CH3:21])=[C:16]([CH2:22][CH2:23][O:24][CH2:25][O:26][CH3:27])[CH:15]=1)[CH2:2][CH2:3][CH3:4]. Reported procedure: 50 mg of 5(S)-azido-4(S)-hydroxy-8(R,S)-isobutyroxy-2(S),7(S)-diisopropyl-8-[4-methoxy-3-(2-methoxymethoxyethyl)-phenyl]-octanoic acid (N-butyl)amide are hydrogenated in 10 ml of methanol in the presence of 50 mg of 10% Pd/C at room temperature and under normal pressure. The reaction mixture is filtered and concentrated by evaporation. The residue is purified by means of FC (2 g of silica gel, dichloromethane/methanol=9:1). The title compound is obtained: Rf (dichloromethane/methanol=9:1)=0.19; ...